From a dataset of the Open Reaction Database (ORD), a public repository of structured organic reaction records. describe an organic reaction: reactants, conditions, products, and yield Reactants: C/C(/C(=O)OCC)=C\C1=CC=C(C=C1)C1=CC(=CC=C1)CNC(=O)C1=CC=CC=C1 (ethyl (E)-2-methyl-3-(3′-{[(1-phenylmethanoyl)amino]methyl}biphenyl-4-yl)acrylate), C(C)(=O)OCC (ethyl acetate). Run at time 2 hour. The product is C(C1=CC=CC=C1)(=O)CNCC=1C=C(C=CC1)C1=CC=C(C=C1)CC(C(=O)OCC)C (Ethyl 3-{3′-[(benzoylmethylamino)-methyl]biphenyl-4-yl}-2-methylpropionate). Reaction SMILES: [CH3:1]/[C:2](=[CH:8]\[C:9]1[CH:14]=[CH:13][C:12]([C:15]2[CH:20]=[CH:19][CH:18]=[C:17]([CH2:21][NH:22]C(C3C=CC=CC=3)=O)[CH:16]=2)=[CH:11][CH:10]=1)/[C:3]([O:5][CH2:6][CH3:7])=[O:4].C([O:34][CH2:35][CH3:36])(=O)C>>[C:35]([CH2:36][NH:22][CH2:21][C:17]1[CH:16]=[C:15]([C:12]2[CH:13]=[CH:14][C:9]([CH2:8][CH:2]([CH3:1])[C:3]([O:5][CH2:6][CH3:7])=[O:4])=[CH:10][CH:11]=2)[CH:20]=[CH:19][CH:18]=1)(=[O:34])[C:9]1[CH:14]=[CH:13][CH:12]=[CH:11][CH:10]=1. Reported procedure: 2.2 g (5.3 mmol) of ethyl (E)-2-methyl-3-(3′-{[(1-phenylmethanoyl)amino]methyl}biphenyl-4-yl)acrylate and 100 ml of ethyl acetate are introduced into a three-necked flask. The reaction medium is degassed, 450 mg of palladium-on-charcoal (10%) are added and the mixture is hydrogenated under atmospheric pressure for two hours. The reaction medium is filtered and evaporated, and the residue obtained is purified by chromatography on a column of silica eluded with a mixture of heptane and ethyl aceta... Reactants: CCOC(=O)c1ccc(C#Cc2ccc3c(c2)N(c2ccc(C)cc2)C(=O)CC3(C)C)cc1, CO, [Li+], C1CCOC1, [OH-]. Yields the product Cc1ccc(N2C(=O)CC(C)(C)c3ccc(C#Cc4ccc(C(=O)O)cc4)cc32)cc1. As a reaction SMILES: [CH3:1][C:2]1([CH3:33])[CH2:3][C:4](=[O:32])[N:5]([c:25]2[cH:26][cH:27][c:28]([CH3:31])[cH:29][cH:30]2)[c:6]2[cH:7][c:8]([C:12]#[C:13][c:14]3[cH:15][cH:16][c:17]([C:18](=[O:19])[O:20][CH2:21][CH3:22])[cH:23][cH:24]3)[cH:9][cH:10][c:11]21.[CH3:41][OH:42].[Li+:35].[O:36]1[CH2:37][CH2:38][CH2:39][CH2:40]1.[OH-:34]>>[CH3:1][C:2]1([CH3:33])[CH2:3][C:4](=[O:32])[N:5]([c:25]2[cH:26][cH:27][c:28]([CH3:31])[cH:29][cH:30]2)[c:6]2[cH:7][c:8]([C:12]#[C:13][c:14]3[cH:15][cH:16][c:17]([C:18](=[O:19])[OH:20])[cH:23][cH:24]3)[cH:9][cH:10][c:11]21. Starting materials: C1CCOC1, CO, COC(=O)c1ccc(-c2ccc(Nc3nc4ccc(F)cc4s3)cc2)cc1C, [Na+], [OH-], O. Yields the product Cc1cc(-c2ccc(Nc3nc4ccc(F)cc4s3)cc2)ccc1C(=O)O. As a reaction SMILES: [CH2:34]1[O:35][CH2:36][CH2:37][CH2:38]1.[CH3:29][OH:30].[F:1][c:2]1[cH:3][c:4]2[c:5]([n:6][c:7]([NH:9][c:10]3[cH:11][cH:12][c:13](-[c:16]4[cH:17][c:18]([CH3:26])[c:19]([C:22](=[O:23])[O:24][CH3:25])[cH:20][cH:21]4)[cH:14][cH:15]3)[s:8]2)[cH:27][cH:28]1.[Na+:33].[OH-:32].[OH2:31]>>[F:1][c:2]1[cH:3][c:4]2[c:5]([n:6][c:7]([NH:9][c:10]3[cH:11][cH:12][c:13](-[c:16]4[cH:17][c:18]([CH3:26])[c:19]([C:22](=[O:23])[OH:24])[cH:20][cH:21]4)[cH:14][cH:15]3)[s:8]2)[cH:27][cH:28]1. Reactants: [Br-].[Br-].C1(=CC=CC=C1)P(C1=CC=CC=C1)C1=CC=CC=C1 (triphenylphosphine dibromide), ice, C1(=CC=CC=C1)C(CCC1=CC=CC=C1)OC1=CC=C(CO)C=C1 (4-(1,3-diphenyl-1-propoxy)benzyl alcohol), N1=CC=CC=C1 (pyridine). Run in C(C)#N (acetonitrile). Yields the product C1(=CC=CC=C1)C(CCC1=CC=CC=C1)OC1=CC=C(CBr)C=C1 (4-(1,3-diphenyl-1-propoxy)benzyl bromide). RXN SMILES: [C:1]1([CH:7]([O:16][C:17]2[CH:24]=[CH:23][C:20]([CH2:21]O)=[CH:19][CH:18]=2)[CH2:8][CH2:9][C:10]2[CH:15]=[CH:14][CH:13]=[CH:12][CH:11]=2)[CH:6]=[CH:5][CH:4]=[CH:3][CH:2]=1.N1C=CC=CC=1.[Br-:31].[Br-].C1(P(C2C=CC=CC=2)C2C=CC=CC=2)C=CC=CC=1>C(#N)C>[C:1]1([CH:7]([O:16][C:17]2[CH:24]=[CH:23][C:20]([CH2:21][Br:31])=[CH:19][CH:18]=2)[CH2:8][CH2:9][C:10]2[CH:15]=[CH:14][CH:13]=[CH:12][CH:11]=2)[CH:6]=[CH:5][CH:4]=[CH:3][CH:2]=1 |f:2.3.4|. Reported procedure: To an ice cold solution of 6-5 (1.19 g, 6.0 mmol) in acetonitrile (15 ml) was added pyridine (0.76 g, 9.6 mmol) and then triphenylphosphine dibromide (3.29 g, 7.8 mmol). The mixture was stirred at ice bath temperature for 1/4 hr under N2 and at ambient temperature for 1 &3/4 hrs and then was filtered. Concentration of the filtrate in vacuo gave a crude oil. The pure product 6-6 was obtained after three silica gel chromatographic separations. Reactants: Cl (HCl), C(C1=CC=CC=C1)C1=NN2C(NC=3C=CC=CC3C2=C1)=O (2-benzylpyrazolo[1,5-c]quinazolin-5(6H)-one), [BH4-].[Na+] (sodium borohydride), C(C)O (ethanol). Run in O (water), O (water). Reaction conditions: time 30 minute. Product: OC(C1=NN2C(NC=3C=CC=CC3C2=C1)=O)C1=CC=CC=C1 (2-(Hydroxyphenylmethyl)pyrazolo[1,5-c]quinazolin-5(6H)-one). As a reaction SMILES: [CH2:1]([C:8]1[CH:20]=[C:19]2[N:10]([C:11](=[O:21])[NH:12][C:13]3[CH:14]=[CH:15][CH:16]=[CH:17][C:18]=32)[N:9]=1)[C:2]1[CH:7]=[CH:6][CH:5]=[CH:4][CH:3]=1.[BH4-].[Na+].Cl.C([OH:27])C>O>[OH:27][CH:1]([C:2]1[CH:3]=[CH:4][CH:5]=[CH:6][CH:7]=1)[C:8]1[CH:20]=[C:19]2[N:10]([C:11](=[O:21])[NH:12][C:13]3[CH:14]=[CH:15][CH:16]=[CH:17][C:18]=32)[N:9]=1 |f:1.2|. Procedure: 1.65 g (0.0057 mole) of 2-benzylpyrazolo[1,5-c]quinazolin-5(6H)-one prepared as in part B above is stirred with 880 mg (4 equiv) of sodium borohydride in absolute ethanol (125 ml) at room temperature for 3 hours. The reaction mixture is stripped to dryness and the resulting solid is suspended in water (40 ml), cooled down to 0° and treated dropwise with 1 N HCl 25 ml). The mixture is stirred for 30 minutes, diluted with water (40 ml) and stirred for another 10 minutes. The white precipitates are... Starting materials: FC(F)(F)c1nnc2ccc(N3CCNCC3)nn12, O=Cc1c[nH]c2ccccc12. The product is FC(F)(F)c1nnc2ccc(N3CCN(Cc4c[nH]c5ccccc45)CC3)nn12. As a reaction SMILES: [N:1]1([c:7]2[cH:8][cH:9][c:10]3[n:11]([n:12]2)[c:13]([C:16]([F:17])([F:18])[F:19])[n:14][n:15]3)[CH2:2][CH2:3][NH:4][CH2:5][CH2:6]1.[nH:20]1[cH:21][c:22]([CH:29]=[O:30])[c:23]2[cH:24][cH:25][cH:26][cH:27][c:28]12>>[N:1]1([c:7]2[cH:8][cH:9][c:10]3[n:11]([n:12]2)[c:13]([C:16]([F:17])([F:18])[F:19])[n:14][n:15]3)[CH2:2][CH2:3][N:4]([CH2:29][c:22]2[cH:21][nH:20][c:28]3[c:23]2[cH:24][cH:25][cH:26][cH:27]3)[CH2:5][CH2:6]1. The reactants are OC1=NC(=NC(=C1)CC(=O)O)N(CC)CC (4-Hydroxy-2-diethylaminopyrimidin-6-yl acetic acid). Run in C(C)O (ethanol). Yields the product OC1=NC(=NC(=C1)C)N(CC)CC (4-hydroxy-2-diethylamino-6-methyl pyrimidine). Reaction SMILES: [OH:1][C:2]1[CH:7]=[C:6]([CH2:8]C(O)=O)[N:5]=[C:4]([N:12]([CH2:15][CH3:16])[CH2:13][CH3:14])[N:3]=1>C(O)C>[OH:1][C:2]1[CH:7]=[C:6]([CH3:8])[N:5]=[C:4]([N:12]([CH2:13][CH3:14])[CH2:15][CH3:16])[N:3]=1. Reported procedure: 4-Hydroxy-2-diethylaminopyrimidin-6-yl acetic acid (4.0 g) was suspended in ethanol (50 ml) and the mixture refluxed for 16 hours. The volatile portion of the mixture was then evaporated under reduced pressure to yield 4-hydroxy-2-diethylamino-6-methyl pyrimidine as a white powder, melting at 135° C. Reactants: C(C)(C)NC1CCCCC1 (N-isopropylcyclohexylamine), C(CCC)[Li] (n-butyllithium), COC(CC1=CC=C(C=C1)OC)=O (4-methoxyphenylacetic acid methyl ester), ClC1=NC=C(C(=N1)Cl)CI (2,4-Dichloro-5-(iodomethyl)pyrimidine). Run in C(C)(=O)OCC (ethyl acetate), O1CCCC1 (tetrahydrofuran), O1CCCC1 (tetrahydrofuran), O1CCCC1 (tetrahydrofuran). Reaction conditions: temperature -78 celsius, time 30 minute. Yields the product COC(C(CC=1C(=NC(=NC1)Cl)Cl)C1=CC=C(C=C1)OC)=O (3-(2,4-dichloro-pyrimidin-5-yl)-2-(4-methoxy-phenyl)-propionic acid methyl ester). Reaction SMILES: C(NC1CCCCC1)(C)C.C([Li])CCC.[CH3:16][O:17][C:18](=[O:28])[CH2:19][C:20]1[CH:25]=[CH:24][C:23]([O:26][CH3:27])=[CH:22][CH:21]=1.[Cl:29][C:30]1[N:35]=[C:34]([Cl:36])[C:33]([CH2:37]I)=[CH:32][N:31]=1>O1CCCC1.C(OCC)(=O)C>[CH3:16][O:17][C:18](=[O:28])[CH:19]([C:20]1[CH:25]=[CH:24][C:23]([O:26][CH3:27])=[CH:22][CH:21]=1)[CH2:37][C:33]1[C:34]([Cl:36])=[N:35][C:30]([Cl:29])=[N:31][CH:32]=1. Procedure details: To a solution of N-isopropylcyclohexylamine (720 mg, 5.0 mmol) (Aldrich) in dry tetrahydrofuran (10 mL) was added n-butyllithium (2.5 M in hexanes, 2.0 mL, 5.0 mmol) (Aldrich) at −78° C. under argon. After 30 minutes, a solution of 4-methoxyphenylacetic acid methyl ester (900 mg, 5.0 mmol) (Aldrich) in tetrahydrofuran (3 mL) was added by injection via a syringe and the reaction mixture was stirred at −78° C. for another 30 minutes. To this reaction mixture was added a solution of 2,4-dichloro-5-...